Task: describe an organic reaction: reactants, conditions, products, and yield. Dataset: the Open Reaction Database (ORD), a public repository of structured organic reaction records Reactants: CC(C(O)O)(C)C (2,2-dimethylpropandiol), [H-].[Na+] (NaH), C1(=CC=CC=C1)C=CCCl (3-phenyl-2-propenyl chloride), ice, O (water). The solvent is CN(C)C=O (DMF), CN(C)C=O (DMF), CN(C)C=O (DMF). Yields the product CC(CO)(COCC=CC1=CC=CC=C1)C (2,2-Dimethyl-3-(3-phenyl-2-propenoxy)propanol). Reaction SMILES: [H-].[Na+].[CH3:3][C:4]([CH3:9])([CH3:8])[CH:5]([OH:7])O.[C:10]1([CH:16]=[CH:17][CH2:18]Cl)[CH:15]=[CH:14][CH:13]=[CH:12][CH:11]=1.[OH2:20]>CN(C=O)C>[CH3:3][C:4]([CH3:9])([CH2:5][O:7][CH2:18][CH:17]=[CH:16][C:10]1[CH:15]=[CH:14][CH:13]=[CH:12][CH:11]=1)[CH2:8][OH:20] |f:0.1|. Procedure details: In a dry three-neck flask under an atmosphere of N2 was placed 14.4 g (0.6 mole) of NaH and 100 ml of DMF. The mixture was stirred and a solution of 52.1 g (0.5 mole) of 2,2-dimethylpropandiol in 75 ml of DMF was added dropwise. Stirring was continued until the gas evolution ceased, then a solution of 91.57 g (0.6 mole) of 3-phenyl-2-propenyl chloride in 50 ml of DMF was added. The reaction mixture was stirred at room temperature for two days, then poured into 500 ml of ice and water. The aqueou... Reactants: C1CCOC1, CC(C)OC(=O)N=NC(=O)OC(C)C, O=C1NC(=O)c2ccccc21, CC(C)(C)OC(=O)N1CCCC(CO)C1, c1ccc(P(c2ccccc2)c2ccccc2)cc1. Product: CC(C)(C)OC(=O)N1CCCC(CN2C(=O)c3ccccc3C2=O)C1. As a reaction SMILES: [CH2:60]1[O:61][CH2:62][CH2:63][CH2:64]1.[O:1]=[C:2]([O:3][CH:4]([CH3:5])[CH3:6])[N:7]=[N:8][C:9]([O:10][CH:11]([CH3:12])[CH3:13])=[O:14].[O:30]=[C:31]1[NH:32][C:33](=[O:34])[c:35]2[cH:36][cH:37][cH:38][cH:39][c:40]21.[OH:15][CH2:16][CH:17]1[CH2:18][N:19]([C:23](=[O:24])[O:25][C:26]([CH3:27])([CH3:28])[CH3:29])[CH2:20][CH2:21][CH2:22]1.[c:41]1([P:42]([c:43]2[cH:44][cH:45][cH:46][cH:47][cH:48]2)[c:49]2[cH:50][cH:51][cH:52][cH:53][cH:54]2)[cH:55][cH:56][cH:57][cH:58][cH:59]1>>[CH2:16]([CH:17]1[CH2:18][N:19]([C:23](=[O:24])[O:25][C:26]([CH3:27])([CH3:28])[CH3:29])[CH2:20][CH2:21][CH2:22]1)[N:32]1[C:31](=[O:30])[c:40]2[c:35]([cH:36][cH:37][cH:38][cH:39]2)[C:33]1=[O:34]. The reactants are BrC1=CC=C(C=C1)C1=NCC(N(C2=C1C=C(C(=C2)OC)OC)CC)=O (5-(4-bromophenyl)-1-ethyl-7,8-dimethoxy-1,3-dihydro-2H-1,4-benzodiazepin-2-one), C1(=CC=CC=C1)B(O)O (benzene boronic acid), C(=O)([O-])[O-].[Na+].[Na+] (Na2CO3), tetrakis(triphenylphosphine)Pd(0), CCO (EtOH). Run in C1(=CC=CC=C1)C (toluene). Reaction conditions: temperature 90 celsius. Yields the product C1(=CC=C(C=C1)C1=NCC(N(C2=C1C=C(C(=C2)OC)OC)CC)=O)C2=CC=CC=C2 (5-(1,1′-biphenyl-4-yl)-1-ethyl-7,8-dimethoxy-1,3-dihydro-2H-1,4-benzodiazepin-2-one). Yield: 57.3%. Reaction SMILES: Br[C:2]1[CH:7]=[CH:6][C:5]([C:8]2[C:14]3[CH:15]=[C:16]([O:21][CH3:22])[C:17]([O:19][CH3:20])=[CH:18][C:13]=3[N:12]([CH2:23][CH3:24])[C:11](=[O:25])[CH2:10][N:9]=2)=[CH:4][CH:3]=1.[C:26]1(B(O)O)[CH:31]=[CH:30][CH:29]=[CH:28][CH:27]=1.C([O-])([O-])=O.[Na+].[Na+].CCO>C1(C)C=CC=CC=1>[C:2]1([C:26]2[CH:31]=[CH:30][CH:29]=[CH:28][CH:27]=2)[CH:7]=[CH:6][C:5]([C:8]2[C:14]3[CH:15]=[C:16]([O:21][CH3:22])[C:17]([O:19][CH3:20])=[CH:18][C:13]=3[N:12]([CH2:23][CH3:24])[C:11](=[O:25])[CH2:10][N:9]=2)=[CH:4][CH:3]=1 |f:2.3.4|. Procedure details: Heat at 90° C. for 12 hours under an inert atmosphere a mixture of 100 mg (0.27 mmol) of 5-(4-bromophenyl)-1-ethyl-7,8-dimethoxy-1,3-dihydro-2H-1,4-benzodiazepin-2-one (IIbl), 35 mg (0.30 mmol) of benzene boronic acid, 215 μl of 2M Na2CO3, 25 mg (0.020 mmol) of tetrakis(triphenylphosphine)Pd(0) and 250 μl of EtOH in 5 ml of degassed toluene. Allow to cool to room temperature. Evaporate to dryness. Purify by chromatography (AcOEt). Recrystallize in Et2O. One obtains 62 mg of the abovenamed produc... Reactants: C(C)C(=O)C1=NOC(=N1)COC1=C(C=C(C=C1)Cl)Cl (3-ethylcarbonyl-5-[(2,4-dichlorophenoxy)methyl]-1,2,4-oxadiazole), Cl.ON (hydroxyamine hydrochloride). The solvent is CO (methanol). Yields the product ON=C(CC)C1=NOC(=N1)COC1=C(C=C(C=C1)Cl)Cl (3-(alpha-hydroxyiminopropyl)-5-[(2,4-dichlorophenoxy)methyl]-1,2,4-oxadiazole). Yield: 84.7%. Reaction SMILES: [CH2:1]([C:3]([C:5]1[N:9]=[C:8]([CH2:10][O:11][C:12]2[CH:17]=[CH:16][C:15]([Cl:18])=[CH:14][C:13]=2[Cl:19])[O:7][N:6]=1)=O)[CH3:2].Cl.[OH:21][NH2:22]>CO>[OH:21][N:22]=[C:3]([C:5]1[N:9]=[C:8]([CH2:10][O:11][C:12]2[CH:17]=[CH:16][C:15]([Cl:18])=[CH:14][C:13]=2[Cl:19])[O:7][N:6]=1)[CH2:1][CH3:2] |f:1.2|. Reported procedure: 0.9 g of 3-ethylcarbonyl-5-[(2,4-dichlorophenoxy)methyl]-1,2,4-oxadiazole and 0.21 g of hydroxyamine hydrochloride were added to 10 ml of methanol. The mixture was heated to reflux for 4 hours. After evaporation of methanol, water was added to the residue. The aqueous solution was extracted with ethylacetate. After evaporation of ethylacetate, the residue was purified by column chromatography(benzene:ether=1.1) to provide 0.80 g of the desired product(yield: 85.0%). Starting materials: O=C(c1ccc(Br)cc1)c1nccs1, O=C([O-])[O-], [Cs+], [Cs+], Nc1nccc(-c2cnc3ccccn23)n1, O=C(C=Cc1ccccc1)C=Cc1ccccc1, O=C(C=Cc1ccccc1)C=Cc1ccccc1, O=C(C=Cc1ccccc1)C=Cc1ccccc1, [Pd], [Pd], [Pd]. Product: O=C(c1ccc(Nc2nccc(-c3cnc4ccccn34)n2)cc1)c1nccs1. As a reaction SMILES: [Br:17][c:18]1[cH:19][cH:20][c:21]([C:24](=[O:25])[c:26]2[s:27][cH:28][cH:29][n:30]2)[cH:22][cH:23]1.[C:31](=[O:32])([O-:33])[O-:34].[Cs+:35].[Cs+:36].[NH2:1][c:2]1[n:3][cH:4][cH:5][c:6](-[c:8]2[cH:9][n:10][c:11]3[n:12]2[cH:13][cH:14][cH:15][cH:16]3)[n:7]1.[O:39]=[C:40]([CH:41]=[CH:42][c:43]1[cH:44][cH:45][cH:46][cH:47][cH:48]1)[CH:49]=[CH:50][c:51]1[cH:52][cH:53][cH:54][cH:55][cH:56]1.[O:57]=[C:58]([CH:59]=[CH:60][c:61]1[cH:62][cH:63][cH:64][cH:65][cH:66]1)[CH:67]=[CH:68][c:69]1[cH:70][cH:71][cH:72][cH:73][cH:74]1.[O:75]=[C:76]([CH:77]=[CH:78][c:79]1[cH:80][cH:81][cH:82][cH:83][cH:84]1)[CH:85]=[CH:86][c:87]1[cH:88][cH:89][cH:90][cH:91][cH:92]1.[Pd:37].[Pd:38].[Pd:93]>>[NH:1]([c:2]1[n:3][cH:4][cH:5][c:6](-[c:8]2[cH:9][n:10][c:11]3[n:12]2[cH:13][cH:14][cH:15][cH:16]3)[n:7]1)[c:18]1[cH:19][cH:20][c:21]([C:24](=[O:25])[c:26]2[s:27][cH:28][cH:29][n:30]2)[cH:22][cH:23]1. The reactants are C([O-])([O-])=O.[Na+].[Na+] (sodium carbonate), COC1=C(C=CC=C1)B(O)O (2-methoxyphenylboronic acid), BrC1=CC(=C(C(=O)OC(C)(C)C)C=C1)[N+](=O)[O-] (tert-butyl 4-bromo-2-nitrobenzoate), aqueous solution, C(CC(O)(C(=O)O)CC(=O)O)(=O)O (citric acid). The reagents and catalysts are Cl[Pd]([P](C1=CC=CC=C1)(C2=CC=CC=C2)C3=CC=CC=C3)([P](C4=CC=CC=C4)(C5=CC=CC=C5)C6=CC=CC=C6)Cl (bis(triphenylphosphine)palladium(II) dichloride). Run in COCCOC (ethylene glycol dimethyl ether), O (Water), C(C)(=O)OCC (ethyl acetate). Product: COC1=C(C=CC=C1)C1=CC(=C(C(=O)OC(C)(C)C)C=C1)[N+](=O)[O-] (tert-butyl 4-(2-methoxyphenyl)-2-nitrobenzoate). The yield is 100.9%. RXN SMILES: C(=O)([O-])[O-].[Na+].[Na+].[CH3:7][O:8][C:9]1[CH:14]=[CH:13][CH:12]=[CH:11][C:10]=1B(O)O.Br[C:19]1[CH:31]=[CH:30][C:22]([C:23]([O:25][C:26]([CH3:29])([CH3:28])[CH3:27])=[O:24])=[C:21]([N+:32]([O-:34])=[O:33])[CH:20]=1.C(O)(=O)CC(CC(O)=O)(C(O)=O)O>Cl[Pd](Cl)([P](C1C=CC=CC=1)(C1C=CC=CC=1)C1C=CC=CC=1)[P](C1C=CC=CC=1)(C1C=CC=CC=1)C1C=CC=CC=1.C(OCC)(=O)C.COCCOC.O>[CH3:7][O:8][C:9]1[CH:14]=[CH:13][CH:12]=[CH:11][C:10]=1[C:19]1[CH:31]=[CH:30][C:22]([C:23]([O:25][C:26]([CH3:28])([CH3:29])[CH3:27])=[O:24])=[C:21]([N+:32]([O-:34])=[O:33])[CH:20]=1 |f:0.1.2,^1:50,69|. Procedure: Water (9.0 mL), sodium carbonate (2.6 g), 2-methoxyphenylboronic acid (1.8 g), and bis(triphenylphosphine)palladium(II) dichloride (0.14 g) were added to an ethylene glycol dimethyl ether (30 mL) solution of tert-butyl 4-bromo-2-nitrobenzoate (3.0 g), followed by heating to reflux under a nitrogen atmosphere for 2 hours and 30 minutes. The reaction mixture was cooled to room temperature, and then a 10% aqueous solution of citric acid and ethyl acetate were added thereto. The organic layer was se... RXN SMILES: [F:1][C:2]1[CH:7]=[CH:6][C:5]([N+:8]([O-])=O)=[CH:4][C:3]=1[C:11]1[CH:16]=[C:15]([CH3:17])[CH:14]=[CH:13][N:12]=1>C(O)C.[Pt](=O)=O>[F:1][C:2]1[CH:7]=[CH:6][C:5]([NH2:8])=[CH:4][C:3]=1[C:11]1[CH:16]=[C:15]([CH3:17])[CH:14]=[CH:13][N:12]=1. The solvent is C(C)O (ethanol). The reagents and catalysts are [Pt](=O)=O (platinum(IV) oxide). Product: FC1=C(C=C(C=C1)N)C1=NC=CC(=C1)C (4-fluoro-3-(4-methylpyridin-2-yl)phenylamine). Reported procedure: To a solution of 2-(2-fluoro-5-nitrophenyl)-4-methylpyridine (0.6 g, 2.6 mmol) in ethanol (50 ml) was added platinum(IV) oxide (100 mg) and the mixture stirred for 35 min under hydrogen (40 psi). The catalyst was filtered off and the solution evaporated to dryness to give 4-fluoro-3-(4-methylpyridin-2-yl)phenylamine as a brown oil: δH (400 MHz, CDCl3) 8.55 (1H, d, J 5), 7.59-7.62 (1H, m), 7.27 (1H, dd, J 6 and 3), 7.06-7.09 (1H, m), 6.95 (1H, dd, J 11 and 9), 6.64-6.68 (1H, m), 2.60-3.20 (2H, br... Starting materials: FC1=C(C=C(C=C1)[N+](=O)[O-])C1=NC=CC(=C1)C (2-(2-fluoro-5-nitrophenyl)-4-methylpyridine). Reaction conditions: time 35 minute.